Dataset: the Open Reaction Database (ORD), a public repository of structured organic reaction records. Task: describe an organic reaction: reactants, conditions, products, and yield Starting materials: N1(C=NC=C1)CCOC=1C=C(C=CC1)NC1=NC=CC(=N1)C=1SC=CC1 (N-[3-[2-(1H-imidazol-1-yl)ethoxy]phenyl]-4-(2-thienyl)-2-pyrimidinamine), C(C(O)C(O)C(=O)O)(=O)O (tartaric acid). The solvent is C(C)O (ethyl alcohol), C(C)O (ethyl alcohol). Yields the product OC(C(=O)O)C(C(=O)O)O.N1(C=NC=C1)CCOC=1C=C(C=CC1)NC1=NC=CC(=N1)C=1SC=CC1 (N-[3-[2-(1H-Imidazol-1-yl)ethoxy]phenyl]-4-(2-thienyl)-2-pyrimidinamine 2,3-dihydroxybutanedioate). RXN SMILES: [N:1]1([CH2:6][CH2:7][O:8][C:9]2[CH:10]=[C:11]([NH:15][C:16]3[N:21]=[C:20]([C:22]4[S:23][CH:24]=[CH:25][CH:26]=4)[CH:19]=[CH:18][N:17]=3)[CH:12]=[CH:13][CH:14]=2)[CH:5]=[CH:4][N:3]=[CH:2]1.[C:27]([OH:36])(=[O:35])[CH:28]([CH:30]([C:32]([OH:34])=[O:33])[OH:31])[OH:29]>C(O)C>[OH:31][CH:30]([CH:28]([OH:29])[C:27]([OH:36])=[O:35])[C:32]([OH:34])=[O:33].[N:1]1([CH2:6][CH2:7][O:8][C:9]2[CH:10]=[C:11]([NH:15][C:16]3[N:21]=[C:20]([C:22]4[S:23][CH:24]=[CH:25][CH:26]=4)[CH:19]=[CH:18][N:17]=3)[CH:12]=[CH:13][CH:14]=2)[CH:5]=[CH:4][N:3]=[CH:2]1 |f:3.4|. Procedure details: To a solution of 1.0 q of N-[3-[2-(1H-imidazol-1-yl)ethoxy]phenyl]-4-(2-thienyl)-2-pyrimidinamine in 10 ml of hot ethyl alcohol is added 5 ml of ethyl alcohol containing 0.41 g of tartaric acid. Crystals begin to form and the reaction mixture is cooled. The solid is collected by filtration, washed with ethyl alcohol and dried to afford the desired product. As a reaction SMILES: [C:1]([BH3-:2])#[N:3].[CH3:28][OH:29].[CH3:5][C:6]([CH3:7])([O:8][C:9](=[O:10])[N:11]1[CH2:12][CH2:13][N:14]([c:17]2[c:18]([NH2:23])[cH:19][cH:20][cH:21][cH:22]2)[CH2:15][CH2:16]1)[CH3:24].[CH:25]([CH3:26])=[O:27].[Na+:4]>>[CH3:5][C:6]([CH3:7])([O:8][C:9](=[O:10])[N:11]1[CH2:12][CH2:13][N:14]([c:17]2[c:18]([NH:23][CH2:25][CH3:26])[cH:19][cH:20][cH:21][cH:22]2)[CH2:15][CH2:16]1)[CH3:24]. Yields the product CCNc1ccccc1N1CCN(C(=O)OC(C)(C)C)CC1. The reactants are [BH3-]C#N, CO, CC(C)(C)OC(=O)N1CCN(c2ccccc2N)CC1, CC=O, [Na+]. Reactants: [OH-].[Li+] (lithium hydroxide), BrC=1C=CC(=C(C(=O)OCC2=CC(=CC=C2)Cl)C1)OCC1=CC(=CC=C1)Cl ((3-chlorophenyl)methyl 5-bromo-2-([(3-chlorophenyl)methyl]oxy)benzoate). Run in O (water), C1CCOC1 (THF). Run at temperature 20 celsius, time 16 hour. The product is BrC=1C=CC(=C(C(=O)O)C1)OCC1=CC(=CC=C1)Cl (5-Bromo-2-{[(3-chlorophenyl)methyl]oxy}benzoic acid). Reaction SMILES: [OH-].[Li+].[Br:3][C:4]1[CH:5]=[CH:6][C:7]([O:21][CH2:22][C:23]2[CH:28]=[CH:27][CH:26]=[C:25]([Cl:29])[CH:24]=2)=[C:8]([CH:20]=1)[C:9]([O:11]CC1C=CC=C(Cl)C=1)=[O:10]>O.C1COCC1>[Br:3][C:4]1[CH:5]=[CH:6][C:7]([O:21][CH2:22][C:23]2[CH:28]=[CH:27][CH:26]=[C:25]([Cl:29])[CH:24]=2)=[C:8]([CH:20]=1)[C:9]([OH:11])=[O:10] |f:0.1|. Procedure: A solution of lithium hydroxide (384 mg, 9.16 mmol) in water (20 ml) was added dropwise to a stirred solution of (3-chlorophenyl)methyl 5-bromo-2-([(3-chlorophenyl)methyl]oxy)benzoate (may be prepared as described in Description 21; 427 mg, 0.92 mmol) in THF (20 ml) over 1 min. The reaction mixture was stirred at 20° C. for 16 h. The organic phase was evaporated and the aqueous phase (20 ml) was extracted with ethyl acetate (20 ml). The aqueous phase (20 ml) was adjusted to pH 2 with 2M hydrochl...